Dataset: the Open Reaction Database (ORD), a public repository of structured organic reaction records. Task: describe an organic reaction: reactants, conditions, products, and yield Starting materials: C(C)(C)(C)OC(=O)N1CCC(CC1)C(=O)C1=NC2=C(N1CCOCC(F)(F)F)C=CC=C2 (1-(t-butoxycarbonyl)-4-(1-(2-(2,2,2-trifluoroethoxy)ethyl)-1H-benzimidazole-2-carbonyl)piperidine), I (hydriodic acid), I (hydriodic acid). Run in ClCCl (dichloromethane). Reaction conditions: temperature 0 celsius, time 30 minute. Product: I.FC(COCCN1C(=NC2=C1C=CC=C2)C(=O)C2CCNCC2)(F)F (4-(1-(2-(2,2,2-trifluoroethoxy)ethyl)-1H-benzimidazole-2-carbonyl)piperidine Hydriodic Acid Salt). RXN SMILES: C(OC([N:8]1[CH2:13][CH2:12][CH:11]([C:14]([C:16]2[N:20]([CH2:21][CH2:22][O:23][CH2:24][C:25]([F:28])([F:27])[F:26])[C:19]3[CH:29]=[CH:30][CH:31]=[CH:32][C:18]=3[N:17]=2)=[O:15])[CH2:10][CH2:9]1)=O)(C)(C)C.[IH:33]>ClCCl>[IH:33].[F:28][C:25]([F:26])([F:27])[CH2:24][O:23][CH2:22][CH2:21][N:20]1[C:19]2[CH:29]=[CH:30][CH:31]=[CH:32][C:18]=2[N:17]=[C:16]1[C:14]([CH:11]1[CH2:12][CH2:13][NH:8][CH2:9][CH2:10]1)=[O:15] |f:3.4|. Procedure details: Combine 1-(t-butoxycarbonyl)-4-(1-(2-(2,2,2-trifluoroethoxy)ethyl)-1H-benzimidazole-2-carbonyl)piperidine (5.0 mmol) and dichloromethane (150 mL). Cool to 0° C. using an ice bath. Add hydriodic acid (gas) until the solution is saturated and stir. After 30 minutes, again add hydriodic acid (gas) until the solution is saturated. After 2 hours, evaporate invacuo to give, after drying, the title compound. Starting materials: C(C)(C)(C)OC(=O)NC(C(=O)O)(C)C (2-(t-butoxycarbonylamino)-2-methylpropanoic acid), N[C@H]1C(NC2=C(CC1)C=CC=C2)=O (3(R)-amino-2,3,4,5-tetrahydro-1H-[1]benzazepin-2-one), C19H27N3O4. Yields the product C(C)(C)(C)OC(=O)NC(C(=O)N[C@H]1C(NC2=C(CC1)C=CC=C2)=O)(C)C (2-(t-Butoxycarbonylamino)-2-methyl-N-[2,3,4,5-tetrahydro-2-oxo-1H-1-benzazepin-3(R)-yl]-propanamide). Reaction SMILES: [C:1]([O:5][C:6]([NH:8][C:9]([CH3:14])([CH3:13])[C:10]([OH:12])=O)=[O:7])([CH3:4])([CH3:3])[CH3:2].[NH2:15][C@@H:16]1[CH2:22][CH2:21][C:20]2[CH:23]=[CH:24][CH:25]=[CH:26][C:19]=2[NH:18][C:17]1=[O:27]>>[C:1]([O:5][C:6]([NH:8][C:9]([CH3:14])([CH3:13])[C:10]([NH:15][C@@H:16]1[CH2:22][CH2:21][C:20]2[CH:23]=[CH:24][CH:25]=[CH:26][C:19]=2[NH:18][C:17]1=[O:27])=[O:12])=[O:7])([CH3:2])([CH3:3])[CH3:4]. Reported procedure: Prepared from 2-(t-butoxycarbonylamino)-2-methylpropanoic acid and 3(R)-amino-2,3,4,5-tetrahydro-1H-[1]benzazepin-2-one (Example 1, Step B) by the procedure described in Example 1, Step F. 1H NMR (200MHz, CDCl3): 1.42 (s,12H), 1.46 (s,3H), 1.90 (m,1H), 2.5-3.0 (m,3H), 4.48 (m,1H), 5.01 (br s,1H), 6.97 (d,8Hz,1H), 7.1-7.3 (m,3H), 7.9 (br s,1H). FAB=MS: calculated for C19H27N3O4 361; found 362 (M+H,30%). Isolated yield 62.5%. Reported procedure: This material was prepared by coupling 7-chloro-2-(trimethylstannyl)thieno[3,2-b]pyridine 39a (0.478 g, 1.44 mmole) with 2-bromo-6-methoxypyridine (0.177 ml, 1.44 mmole) using tereakis (triphenylphosphine)palladium(0) (67 mg) as catalyst in a manner as previously described for example 39b to give a pale yellow solid (0.249 g, 63%). 1H NMR (300 MHz, CDCl3) δ8.56 (1H, d, J=5.1 Hz), 7.98 (1H, s), 7.66 (3H, m), 6.75 (1H, d, J=8.3 Hz), 4.05 (3H, s); ESIMS (MH+): 276.95. Yields the product ClC1=C2C(=NC=C1)C=C(S2)C2=NC(=CC=C2)OC (7-Chloro-2-(6-methoxypyridin-2-yl)thieno[3,2-b]pyridine). Reagents/catalysts: (triphenylphosphine)palladium(0). RXN SMILES: [Cl:1][C:2]1[CH:7]=[CH:6][N:5]=[C:4]2[CH:8]=[C:9]([Sn](C)(C)C)[S:10][C:3]=12.Br[C:16]1[CH:21]=[CH:20][CH:19]=[C:18]([O:22][CH3:23])[N:17]=1>>[Cl:1][C:2]1[CH:7]=[CH:6][N:5]=[C:4]2[CH:8]=[C:9]([C:16]3[CH:21]=[CH:20][CH:19]=[C:18]([O:22][CH3:23])[N:17]=3)[S:10][C:3]=12. The reactants are ClC1=C2C(=NC=C1)C=C(S2)[Sn](C)(C)C (7-chloro-2-(trimethylstannyl)thieno[3,2-b]pyridine), BrC1=NC(=CC=C1)OC (2-bromo-6-methoxypyridine). The solvent is C1(=CC=CC=C1)C (toluene). The reagents and catalysts are Cl[Ti](Cl)(Cl)Cl (TiCl4). RXN SMILES: [Br:1][C:2]1[CH:7]=[CH:6][C:5]([N:8]=[N:9][CH:10]([C:14]#[N:15])[C:11]([NH2:13])=[O:12])=[CH:4][C:3]=1[O:16][CH3:17].Cl>C1(C)C=CC=CC=1.Cl[Ti](Cl)(Cl)Cl>[NH2:15][C:14]1[C:6]2[C:5](=[CH:4][C:3]([O:16][CH3:17])=[C:2]([Br:1])[CH:7]=2)[N:8]=[N:9][C:10]=1[C:11]([NH2:13])=[O:12]. Reported procedure: To a mixture of 2-((4-bromo-3-methoxyphenyl)diazenyl)-2-cyanoacetamide (Method 12) (34.4 g, 115.8 mmol) in toluene (250 ml) under N2 was added TiCl4 (51.1 ml, 463 mmol). The reaction mixture was stirred at reflux for 4 hours before being allowed to cool to room temperature. The reaction mixture was carefully poured over an ice cold solution of 3N HCl (˜600 ml), the mixture was then allowed to warm to rt, and was then stirred at 90° C. for 10 minutes. A precipitate formed which was collected via ... Reactants: ice, Cl (HCl), BrC1=C(C=C(C=C1)N=NC(C(=O)N)C#N)OC (2-[(4-Bromo-3-methoxyphenyl)diazenyl]-2-cyanoacetamide). The product is NC1=C(N=NC2=CC(=C(C=C12)Br)OC)C(=O)N (4-Amino-6-bromo-7-methoxycinnoline-3-carboxamide). Run in CN(C=O)C (dimethylformamide), C(C)(=O)OCC (ethyl acetate). Reaction SMILES: [CH2:1]([O:3][C:4]([C:6]1[NH:7][C:8]2[C:13]([CH:14]=1)=[CH:12][C:11]([OH:15])=[CH:10][CH:9]=2)=[O:5])[CH3:2].Cl[CH2:17][C:18]([N:20]([CH2:23][CH3:24])[CH2:21][CH3:22])=[O:19].C(=O)([O-])[O-].[Cs+].[Cs+]>CN(C)C=O.C(OCC)(=O)C>[CH2:1]([O:3][C:4]([C:6]1[NH:7][C:8]2[C:13]([CH:14]=1)=[CH:12][C:11]([O:15][CH2:17][C:18](=[O:19])[N:20]([CH2:23][CH3:24])[CH2:21][CH3:22])=[CH:10][CH:9]=2)=[O:5])[CH3:2] |f:2.3.4|. The reactants are C(C)OC(=O)C=1NC2=CC=C(C=C2C1)O (5-hydroxy-1H-indole-2-carboxylic acid ethyl ester), ClCC(=O)N(CC)CC (2-chloro-N,N-diethylacetamide), C([O-])([O-])=O.[Cs+].[Cs+] (cesium carbonate). Run at time 6 hour. Yield: 32.7%. Procedure details: A mixture of 5-hydroxy-1H-indole-2-carboxylic acid ethyl ester (1 g, 5 mmol), 2-chloro-N,N-diethylacetamide (1 mL, 7.5 mmol) and cesium carbonate (5 g, 15 mmol) in dimethylformamide (10 mL) was stirred at room temperature for 6 hours. The reaction was diluted with ethyl acetate (160 mL), washed with water (5×50 mL) and brine, dried and concentrated. The residue was recrystallized from ethyl acetate and hexane to give 0.52 g of 5-diethylcarbamoylmethoxy-1H-indole-2-carboxylic acid ethyl ester as ... Yields the product C(C)OC(=O)C=1NC2=CC=C(C=C2C1)OCC(N(CC)CC)=O (5-diethylcarbamoylmethoxy-1H-indole-2-carboxylic acid ethyl ester).